This data is from the Open Reaction Database (ORD), a public repository of structured organic reaction records. The task is: describe an organic reaction: reactants, conditions, products, and yield The reactants are C(C1=CC=CC=C1)OC1=CC(=C(C=C1)C1=CC(=C2CCCCN12)C(=O)O)C(=O)N1CC2=CC=CC=C2C[C@H]1CN1CCOCC1 (3-[4-Benzyloxy-2-[(3S)-3-(morpholinomethyl)-3,4-dihydro-1H-isoquinoline-2-carbonyl]phenyl]-5,6,7,8-tetrahydroindolizine-1-carboxylic acid), C1(=CC=CC=C1)C (toluene), [Si](C)(C)(C(C)(C)C)OC1=CC=C(C=C1)NC=1C=C2C(=NC1)N(C=C2)C (N-[4-[tert-butyl(dimethyl)silyl]oxyphenyl]-1-methyl-1H-pyrrolo[2,3-b]pyridin-5-amine), ClC(=C(C)C)N(C)C (1-chloro-N,N,2-trimethylpropenylamine). Run in ClCCCl (1,2-dichloroethane). Run at time 3 hour. The product is C(C1=CC=CC=C1)OC1=CC(=C(C=C1)C1=CC(=C2CCCCN12)C(=O)N(C=1C=C2C(=NC1)N(C=C2)C)C2=CC=C(C=C2)O[Si](C)(C)C(C)(C)C)C(=O)N2CC1=CC=CC=C1C[C@H]2CN2CCOCC2 (3-[4-Benzyloxy-2-[(3S)-3-(morpholinomethyl)-3,4-dihydro-1H-isoquinoline-2-carbonyl]phenyl]-N-[4-[tert-butyl(dimethyl)silyl]oxyphenyl]-N-(1-methylpyrrolo[2,3-b]-pyridin-5-yl)-5,6,7,8-tetrahydroindolizine-1-carboxamide). RXN SMILES: [CH2:1]([O:8][C:9]1[CH:14]=[CH:13][C:12]([C:15]2[N:23]3[C:18]([CH2:19][CH2:20][CH2:21][CH2:22]3)=[C:17]([C:24](O)=[O:25])[CH:16]=2)=[C:11]([C:27]([N:29]2[C@H:38]([CH2:39][N:40]3[CH2:45][CH2:44][O:43][CH2:42][CH2:41]3)[CH2:37][C:36]3[C:31](=[CH:32][CH:33]=[CH:34][CH:35]=3)[CH2:30]2)=[O:28])[CH:10]=1)[C:2]1[CH:7]=[CH:6][CH:5]=[CH:4][CH:3]=1.ClC(N(C)C)=C(C)C.C1(C)C=CC=CC=1.[Si:61]([O:68][C:69]1[CH:74]=[CH:73][C:72]([NH:75][C:76]2[CH:77]=[C:78]3[CH:84]=[CH:83][N:82]([CH3:85])[C:79]3=[N:80][CH:81]=2)=[CH:71][CH:70]=1)([C:64]([CH3:67])([CH3:66])[CH3:65])([CH3:63])[CH3:62]>ClCCCl>[CH2:1]([O:8][C:9]1[CH:14]=[CH:13][C:12]([C:15]2[N:23]3[C:18]([CH2:19][CH2:20][CH2:21][CH2:22]3)=[C:17]([C:24]([N:75]([C:72]3[CH:71]=[CH:70][C:69]([O:68][Si:61]([C:64]([CH3:67])([CH3:65])[CH3:66])([CH3:63])[CH3:62])=[CH:74][CH:73]=3)[C:76]3[CH:77]=[C:78]4[CH:84]=[CH:83][N:82]([CH3:85])[C:79]4=[N:80][CH:81]=3)=[O:25])[CH:16]=2)=[C:11]([C:27]([N:29]2[C@H:38]([CH2:39][N:40]3[CH2:41][CH2:42][O:43][CH2:44][CH2:45]3)[CH2:37][C:36]3[C:31](=[CH:32][CH:33]=[CH:34][CH:35]=3)[CH2:30]2)=[O:28])[CH:10]=1)[C:2]1[CH:3]=[CH:4][CH:5]=[CH:6][CH:7]=1. Reported procedure: The acid obtained in Step B (9 g, 11.8 mmol) is dissolved in 90 mL of 1,2-dichloroethane. 1.9 mL of 1-chloro-N,N,2-trimethylpropenylamine (14 mmol) are added thereto. After stirring for 3 hours at ambient temperature, 90 mL of toluene and 4.62 g of N-[4-[tert-butyl(dimethyl)silyl]oxyphenyl]-1-methyl-1H-pyrrolo[2,3-b]pyridin-5-amine (Preparation 3″, 13 mmol) are added. The reaction mixture is heated at 110° C. for 20 hours. After returning to ambient temperature, the reaction mixture is washed wi...